Dataset: the Open Reaction Database (ORD), a public repository of structured organic reaction records. Task: describe an organic reaction: reactants, conditions, products, and yield The reactants are CC#N, O=S(=O)([O-])C(F)(F)F, C[n+]1ccn(S(=O)(=O)N2CC(F)(F)C2)c1, Cc1ccc(S(=O)(=O)n2ccc3c2ncc2nnc(C45CCC(N)(CC4)CC5)n23)cc1. Product: Cc1ccc(S(=O)(=O)n2ccc3c2ncc2nnc(C45CCC(NS(=O)(=O)N6CC(F)(F)C6)(CC4)CC5)n23)cc1. Reaction SMILES: [CH3:55][C:56]#[N:57].[F:32][C:33]([F:34])([F:35])[S:36]([O-:37])(=[O:38])=[O:39].[F:40][C:41]1([F:54])[CH2:42][N:43]([S:45](=[O:46])(=[O:47])[n:48]2[cH:49][cH:50][n+:51]([CH3:52])[cH:53]2)[CH2:44]1.[S:1](=[O:2])(=[O:3])([c:4]1[cH:5][cH:6][c:7]([CH3:8])[cH:9][cH:10]1)[n:11]1[cH:12][cH:13][c:14]2[c:15]1[n:16][cH:17][c:18]1[n:19]2[c:20]([C:23]23[CH2:24][CH2:25][C:26]([NH2:31])([CH2:27][CH2:28]2)[CH2:29][CH2:30]3)[n:21][n:22]1>>[S:1](=[O:2])(=[O:3])([c:4]1[cH:5][cH:6][c:7]([CH3:8])[cH:9][cH:10]1)[n:11]1[cH:12][cH:13][c:14]2[c:15]1[n:16][cH:17][c:18]1[n:19]2[c:20]([C:23]23[CH2:24][CH2:25][C:26]([NH:31][S:45]([N:43]4[CH2:42][C:41]([F:40])([F:54])[CH2:44]4)(=[O:46])=[O:47])([CH2:27][CH2:28]2)[CH2:29][CH2:30]3)[n:21][n:22]1. The product is CC1(C#Cc2cnc3c(c2)C2(COCC(N)=N2)c2cc(-c4cccnc4F)ccc2O3)COC1. Reactants: NC1=NC2(COC1)c1cc(-c3cccnc3F)ccc1Oc1ncc(Br)cc12, CC1(C#C[Si](C)(C)C)COC1, [Cu]I, [F-], [K+], CN(C)C=O, C1COCCOCCOCCOCCOCCO1, c1ccc(P(c2ccccc2)(c2ccccc2)[Pd](P(c2ccccc2)(c2ccccc2)c2ccccc2)(P(c2ccccc2)(c2ccccc2)c2ccccc2)P(c2ccccc2)(c2ccccc2)c2ccccc2)cc1. As a reaction SMILES: [Br:32][c:33]1[cH:34][c:35]2[c:36]([n:37][cH:38]1)[O:39][c:40]1[cH:41][cH:42][c:43](-[c:53]3[c:54]([F:59])[n:55][cH:56][cH:57][cH:58]3)[cH:44][c:45]1[C:46]21[CH2:47][O:48][CH2:49][C:50]([NH2:52])=[N:51]1.[CH3:21][Si:22]([C:23]#[C:24][C:25]1([CH3:29])[CH2:26][O:27][CH2:28]1)([CH3:30])[CH3:31].[Cu:137][I:138].[F-:19].[K+:20].[O:139]=[CH:140][N:141]([CH3:142])[CH3:143].[O:1]1[CH2:2][CH2:3][O:4][CH2:5][CH2:6][O:7][CH2:8][CH2:9][O:10][CH2:11][CH2:12][O:13][CH2:14][CH2:15][O:16][CH2:17][CH2:18]1.[cH:60]1[cH:61][cH:62][c:63]([P:64]([Pd:65]([P:66]([c:67]2[cH:68][cH:69][cH:70][cH:71][cH:72]2)([c:73]2[cH:74][cH:75][cH:76][cH:77][cH:78]2)[c:79]2[cH:80][cH:81][cH:82][cH:83][cH:84]2)([P:85]([c:86]2[cH:87][cH:88][cH:89][cH:90][cH:91]2)([c:92]2[cH:93][cH:94][cH:95][cH:96][cH:97]2)[c:98]2[cH:99][cH:100][cH:101][cH:102][cH:103]2)[P:104]([c:105]2[cH:106][cH:107][cH:108][cH:109][cH:110]2)([c:111]2[cH:112][cH:113][cH:114][cH:115][cH:116]2)[c:117]2[cH:118][cH:119][cH:120][cH:121][cH:122]2)([c:123]2[cH:124][cH:125][cH:126][cH:127][cH:128]2)[c:129]2[cH:130][cH:131][cH:132][cH:133][cH:134]2)[cH:135][cH:136]1>>[C:23](#[C:24][C:25]1([CH3:29])[CH2:26][O:27][CH2:28]1)[c:33]1[cH:34][c:35]2[c:36]([n:37][cH:38]1)[O:39][c:40]1[cH:41][cH:42][c:43](-[c:53]3[c:54]([F:59])[n:55][cH:56][cH:57][cH:58]3)[cH:44][c:45]1[C:46]21[CH2:47][O:48][CH2:49][C:50]([NH2:52])=[N:51]1. Starting materials: FC1=C2C(C(=O)OC2=O)=C(C=C1)F (3,6-Difluorophthalic anhydride), O.O.O.C(C)(=O)[O-].[Na+] (sodium acetate trihydrate), O.NN (hydrazine hydrate). The solvent is C(C)(=O)O (acetic acid). Product: FC1=C2C(N=NC(C2=C(C=C1)F)=O)=O (5,8-Difluorophthalazine-1,4-dione). Yield: 99.2%. As a reaction SMILES: [F:1][C:2]1[CH:12]=[CH:11][C:10]([F:13])=[C:4]2[C:5]([O:7][C:8](=O)[C:3]=12)=[O:6].O.O.O.C([O-])(=O)C.[Na+].O.[NH2:23][NH2:24]>C(O)(=O)C>[F:1][C:2]1[CH:12]=[CH:11][C:10]([F:13])=[C:4]2[C:3]=1[C:8](=[O:7])[N:23]=[N:24][C:5]2=[O:6] |f:1.2.3.4.5,6.7|. Procedure details: 3,6-Difluorophthalic anhydride (10 g, 54 mmol) was added to a mixture of sodium acetate trihydrate (10 g, 73 mmol) and hydrazine hydrate (5 ml, 156 mmol) in 40% aqueous acetic acid. The reaction was heated under reflux conditions for 16 h and the reaction was filtered to give the title-compound as a white solid (10.5 g, 98%), 1H NMR (250 MHz, d6-DMSO) δ 8.01 (2H, t, J=9 Hz), 11.50-11.80 (2H, br s). The reactants are C1CCOC1, CC(C)C[AlH]CC(C)C, CCOC(C)=O, CCOC(=O)CCc1cn2ncnc(N)c2c1-c1ccc(NC(=O)Nc2cc(C(F)(F)F)ccc2F)cc1. The product is Nc1ncnn2cc(CCCO)c(-c3ccc(NC(=O)Nc4cc(C(F)(F)F)ccc4F)cc3)c12. RXN SMILES: [CH2:1]1[O:2][CH2:3][CH2:4][CH2:5]1.[CH3:44][CH:45]([CH2:46][AlH:47][CH2:48][CH:49]([CH3:50])[CH3:51])[CH3:52].[CH3:53][CH2:54][O:55][C:56]([CH3:57])=[O:58].[NH2:6][c:7]1[n:8][cH:9][n:10][n:11]2[c:12]1[c:13](-[c:23]1[cH:24][cH:25][c:26]([NH:29][C:30](=[O:31])[NH:32][c:33]3[c:34]([F:43])[cH:35][cH:36][c:37]([C:39]([F:40])([F:41])[F:42])[cH:38]3)[cH:27][cH:28]1)[c:14]([CH2:16][CH2:17][C:18](=[O:19])[O:20][CH2:21][CH3:22])[cH:15]2>>[NH2:6][c:7]1[n:8][cH:9][n:10][n:11]2[c:12]1[c:13](-[c:23]1[cH:24][cH:25][c:26]([NH:29][C:30](=[O:31])[NH:32][c:33]3[c:34]([F:43])[cH:35][cH:36][c:37]([C:39]([F:40])([F:41])[F:42])[cH:38]3)[cH:27][cH:28]1)[c:14]([CH2:16][CH2:17][CH2:18][OH:19])[cH:15]2. The reactants are Cl.N[C@@H]1CC[C@H](CC1)NC(=O)C1=C(NC=2C1=NC=CC2C2=C(C=C(C(=C2)F)OC)OCC2CC2)C (N-(trans-4-aminocyclohexyl)-7-[2-(cyclopropylmethoxy)-5-fluoro-4-methoxyphenyl]-2-methyl-1H-pyrrolo[3,2-b]pyridine-3-carboxamide hydrochloride), C(C)(=O)Cl (acetyl chloride). The product is C(C)(=O)N[C@@H]1CC[C@H](CC1)NC(=O)C1=C(NC=2C1=NC=CC2C2=C(C=C(C(=C2)F)OC)OCC2CC2)C (N-(trans-4-Acetamidocyclohexyl)-7-[2-(cyclopropylmethoxy)-5-fluoro-4-methoxyphenyl]-2-methyl-1H-pyrrolo[3,2-b]pyridine-3-carboxamide). As a reaction SMILES: Cl.[NH2:2][C@H:3]1[CH2:8][CH2:7][C@H:6]([NH:9][C:10]([C:12]2[C:16]3=[N:17][CH:18]=[CH:19][C:20]([C:21]4[CH:26]=[C:25]([F:27])[C:24]([O:28][CH3:29])=[CH:23][C:22]=4[O:30][CH2:31][CH:32]4[CH2:34][CH2:33]4)=[C:15]3[NH:14][C:13]=2[CH3:35])=[O:11])[CH2:5][CH2:4]1.[C:36](Cl)(=[O:38])[CH3:37]>>[C:36]([NH:2][C@H:3]1[CH2:8][CH2:7][C@H:6]([NH:9][C:10]([C:12]2[C:16]3=[N:17][CH:18]=[CH:19][C:20]([C:21]4[CH:26]=[C:25]([F:27])[C:24]([O:28][CH3:29])=[CH:23][C:22]=4[O:30][CH2:31][CH:32]4[CH2:33][CH2:34]4)=[C:15]3[NH:14][C:13]=2[CH3:35])=[O:11])[CH2:5][CH2:4]1)(=[O:38])[CH3:37] |f:0.1|. Reported procedure: Starting from N-(trans-4-aminocyclohexyl)-7-[2-(cyclopropylmethoxy)-5-fluoro-4-methoxyphenyl]-2-methyl-1H-pyrrolo[3,2-b]pyridine-3-carboxamide hydrochloride (example D.f27) and commercially available acetyl chloride the title compound is obtained as colorless solid. Reactants: O[C@H]1CN(CC1)C(=O)OC(C)(C)C (tert-butyl (R)-3-hydroxypyrrolidine-1-carboxylate), O[C@H]1CN(CC1)C(=O)OC(C)(C)C (tert-butyl (R)-3-hydroxypyrrolidine-1-carboxylate), CS(=O)(=O)Cl (methanesulfonyl chloride), compound 9. Product: CS(=O)(=O)O[C@H]1CN(CC1)C(=O)OC(C)(C)C (tert-butyl (R)-3-(methylsulfonyloxy)pyrrolidine-1-carboxylate). As a reaction SMILES: [OH:1][C@@H:2]1[CH2:6][CH2:5][N:4]([C:7]([O:9][C:10]([CH3:13])([CH3:12])[CH3:11])=[O:8])[CH2:3]1.[CH3:14][S:15](Cl)(=[O:17])=[O:16]>>[CH3:14][S:15]([O:1][C@@H:2]1[CH2:6][CH2:5][N:4]([C:7]([O:9][C:10]([CH3:13])([CH3:12])[CH3:11])=[O:8])[CH2:3]1)(=[O:17])=[O:16]. Procedure: The preparation of compound 9 is outlined in Scheme 1. Commercially available tert-butyl (R)-3-hydroxypyrrolidine-1-carboxylate (compound 1) is treated with methanesulfonyl chloride to give tert-butyl (R)-3-(methylsulfonyloxy)pyrrolidine-1-carboxylate (compound 2), which then is reacted with diethylmalonate and a suitable base (e.g., potassium tert-butoxide or sodium ethoxide) to give diethyl (R)-2-(1-(tert-butoxycarbonyl)pyrrolidin-3-yl)malonate (compound 3) with inverted stereochemistry around...